From a dataset of the Open Reaction Database (ORD), a public repository of structured organic reaction records. describe an organic reaction: reactants, conditions, products, and yield The reactants are ClC1=NC=C(C(=N1)Cl)I (2,4-dichloro-5-iodopyrimidine), [S-]C#N.[K+] (potassium thiocyanate), C(=O)O (formic acid). Run in O (water). Run at temperature 20 celsius, time 3 hour. Yields the product ClC1=NC=C(C(=N1)SC#N)I (2-chloro-5-iodo-4-thiocyanopyrimidine). The yield is 75.2%. RXN SMILES: [Cl:1][C:2]1[N:7]=[C:6](Cl)[C:5]([I:9])=[CH:4][N:3]=1.[S-:10][C:11]#[N:12].[K+].C(O)=O>O>[Cl:1][C:2]1[N:7]=[C:6]([S:10][C:11]#[N:12])[C:5]([I:9])=[CH:4][N:3]=1 |f:1.2|. Procedure details: Into a 300-ml four-necked flask fitted with a thermometer and a stirrer were charged 35.0 g of 2,4-dichloro-5-iodopyrimidine, 15.0 g of potassium thiocyanate, and 150 ml of formic acid. This reaction mixture was stirred at room temperature (20° C.) for 3 hours. After completion of the reaction, the reaction mixture was poured into a large volume of water and the resulting precipitate was filtered off and dried to obtain crude crystals. Then, these crystals were recrystallized from toluene to obt... Run at temperature 60 celsius. Product: BrC=1C=C(C(C)(C)NC(N(C2=CC=CC=C2)C)=O)C=CC1 (3-(m-Bromo-α,α-dimethylbenzyl)-1-methyl-1-phenylurea). Starting materials: BrC=1C=C(C(C)(C)N=C=O)C=CC1 (m-bromo-α,α-dimethylbenzyl isocyanate), [C-]#N (cyanide), CNC1=CC=CC=C1 (N-methylaniline). RXN SMILES: [Br:1][C:2]1[CH:3]=[C:4]([CH:11]=[CH:12][CH:13]=1)[C:5]([N:8]=[C:9]=[O:10])([CH3:7])[CH3:6].[C-]#N.[CH3:16][NH:17][C:18]1[CH:23]=[CH:22][CH:21]=[CH:20][CH:19]=1>>[Br:1][C:2]1[CH:3]=[C:4]([CH:11]=[CH:12][CH:13]=1)[C:5]([NH:8][C:9](=[O:10])[N:17]([CH3:16])[C:18]1[CH:23]=[CH:22][CH:21]=[CH:20][CH:19]=1)([CH3:7])[CH3:6]. Isolated yield 86.4%. Procedure details: 2.4 g of m-bromo-α,α-dimethylbenzyl isocyanate, prepared from the corresponding cyanide in the same way as in Synthesis Example 1, was added to 1.1 g of N-methylaniline and the mixture was heated at 60° C. for 2 hours. After allowing the reaction mixture to cool, the precipitated white crystals were separated by filtration and washed with n-hexane to obtain 3.0 g of the title compound. Run in [Cl-].[Na+].O (brine), C(Cl)(Cl)Cl (CHCl3). RXN SMILES: [C:1]1([C:21]2[CH:26]=[CH:25][CH:24]=[CH:23][CH:22]=2)[CH:6]=[CH:5][C:4]([C:7]([NH:9][C:10]2[CH:18]=[CH:17][C:13]([C:14]([OH:16])=[O:15])=[C:12]([O:19]C)[CH:11]=2)=[O:8])=[CH:3][CH:2]=1.B(Br)(Br)Br>C(Cl)(Cl)Cl.[Cl-].[Na+].O>[C:1]1([C:21]2[CH:26]=[CH:25][CH:24]=[CH:23][CH:22]=2)[CH:2]=[CH:3][C:4]([C:7]([NH:9][C:10]2[CH:18]=[CH:17][C:13]([C:14]([OH:16])=[O:15])=[C:12]([OH:19])[CH:11]=2)=[O:8])=[CH:5][CH:6]=1 |f:3.4.5|. Yield: 82.5%. Procedure details: A solution of 4-[(biphenyl-4-carbonyl)amino]-2-methoxy benzoic acid (2.78 g; 8 mmol) in CHCl3 (175 mL) was cooled until it became cloudy (approx. 40° C.) and BBr3 (1.5 mL; 16 mmol) was added over 2 minutes. The mixture was allowed to warm slightly with stirring for 2 hours after which time another 1.5 mL BBr3 (16 mmol) was added and the reaction mixture was left to warm to room temperature overnight. The resulting slurry was added brine (50 mL) and the organic solvent was removed in vacuo. The r... Starting materials: B(Br)(Br)Br (BBr3), C1(=CC=C(C=C1)C(=O)NC1=CC(=C(C(=O)O)C=C1)OC)C1=CC=CC=C1 (4-[(biphenyl-4-carbonyl)amino]-2-methoxy benzoic acid), B(Br)(Br)Br (BBr3). Product: C1(=CC=C(C=C1)C(=O)NC1=CC(=C(C(=O)O)C=C1)O)C1=CC=CC=C1 (4-[(Biphenyl-4-carbonyl)-amino]-2-hydroxy benzoic acid). Reactants: O (water), OCC(=O)[C@@H](O)[C@H](O)[C@H](O)CO (fructose), carboxymethyl cellulose. The product is C([C@@H]1[C@H]([C@@H]([C@H]([C@H](O1)O[C@]2([C@H]([C@@H]([C@H](O2)CO)O)O)CO)O)O)O)O (sucrose). RXN SMILES: [OH:1][CH2:2][C:3]([C@H:5]([C@@H:7]([C@@H:9]([CH2:11][OH:12])[OH:10])[OH:8])[OH:6])=[O:4].[OH2:13]>>[CH2:2]([OH:1])[C@H:3]1[O:4][C@H:11]([O:12][C@:9]2([CH2:11][OH:12])[O:13][C@H:3]([CH2:2][OH:1])[C@@H:5]([OH:6])[C@@H:7]2[OH:8])[C@H:9]([OH:10])[C@@H:7]([OH:8])[C@@H:5]1[OH:6]. Reported procedure: To a Hobart mixer is added 23% fructose, 57% non dairy creamer, 15% instant soluble coffee, 3.5% carboxymethyl cellulose and 1.5% mocha flavor system. The ingredients are blended into a uniform mixture. An agglomerating solution formed from a 60/40 mixture of sucrose and water (6.5%) is added and the mixture is agitated until the desired agglomerated particles are formed. The resulting agglomerated particles are placed in a vacuum oven at 90° F. (33° C.) and 4.5 TORR (mm HG) to reduce the moistu... The reactants are COC1=C(C(=C(C(=C1)C)C=CC=CC=CC=CC(=O)OCC)C)C (Ethyl 9-(4-Methoxy-2,3,6-trimethylphenyl)-2,4,6,8-nonatetraenoate), [OH-].[K+] (KOH). Run in C(C)O (ethanol), C(C)O (ethanol), O (water). Reaction conditions: time 18 hour. Product: COC1=C(C(=C(C(=C1)C)C=CC=CC=CC=CC(=O)O)C)C (9-(4-Methoxy-2,3,6-trimethylphenyl)-2,4,6,8-nonatetraenoic Acid). The yield is 14.1%. RXN SMILES: [CH3:1][O:2][C:3]1[CH:8]=[C:7]([CH3:9])[C:6]([CH:10]=[CH:11][CH:12]=[CH:13][CH:14]=[CH:15][CH:16]=[CH:17][C:18]([O:20]CC)=[O:19])=[C:5]([CH3:23])[C:4]=1[CH3:24].[OH-].[K+]>C(O)C.O>[CH3:1][O:2][C:3]1[CH:8]=[C:7]([CH3:9])[C:6]([CH:10]=[CH:11][CH:12]=[CH:13][CH:14]=[CH:15][CH:16]=[CH:17][C:18]([OH:20])=[O:19])=[C:5]([CH3:23])[C:4]=1[CH3:24] |f:1.2|. Reported procedure: A solution of 6.1 g (0.019 mol) of the ethyl ester of Example 1 was dissolved in 15 mL of ethanol and a solution of KOH (1.6 g, 0.028 mol) in 5 mL of ethanol and 1 mL of water was added. The mixture was stirred under nitrogen for 18 hrs and ethanol was evaporated in vacuo. The residue was dissolved in 100 mL of water and the resulting mixture extracted with three 20 mL-portions of ethyl acetate. The organic layers were discarded. The aqueous layer was cooled in an ice bath and acidified to pH 3 ... The reactants are B(F)(F)F (borontrifluoride), [OH-].[Na+] (sodium hydroxide), [Li]CCCC.CCCCCC (BuLi hexane), BrC1=CC=C(C=C1)F (1-bromo-4-fluorobenzene), C12COCC2O1 (3,6-dioxabicyclo[3.1.0]hexane). Run in CCCCCC (hexane), O (water), C1CCOC1 (THF). Conditions: temperature -90 celsius, time 30 minute. Yields the product FC1=CC=C(C=C1)[C@@H]1[C@H](COC1)O ((3R*,4S*)-4-(4-Fluorophenyl)tetrahydrofuran-3-ol). The yield is 39.7%. Reaction SMILES: [Li]CCCC.CCCCCC.Br[C:13]1[CH:18]=[CH:17][C:16]([F:19])=[CH:15][CH:14]=1.[CH:20]12[O:25][CH:24]1[CH2:23][O:22][CH2:21]2.B(F)(F)F.[OH-].[Na+]>C1COCC1.CCCCCC.O>[F:19][C:16]1[CH:17]=[CH:18][C:13]([C@H:24]2[CH2:23][O:22][CH2:21][C@@H:20]2[OH:25])=[CH:14][CH:15]=1 |f:0.1,5.6|. Reported procedure: 1.6M BuLi/hexane (399 mL, 0.64 mol, 1.10 eq) was added to a solution of 1-bromo-4-fluorobenzene (70 mL, 0.64 mol, 1.10 eq) in absolute THF (400 mL) in a stream of argon at −90° C. for 1 h. The mixture was stirred at −90° C. for 30 min, cooled to −100° C., and 3,6-dioxabicyclo[3.1.0]hexane (50 g, 0.58 mol, 1 eq) was added. The mixture was stirred at −100° C. for 15 min, and borontrifluoride diethyletherate (81 mL, 0.64 mol, 1.10 eq) was added at the same temperature for 1 h so that the temperatur... Reactants: CCCCNc1nc(N)c2nc(OC)n(CCCC3CCCOC3)c2n1, C1COCCO1, CO, Cl, [Na+], [OH-], O. Yields the product CCCCNc1nc(N)c2[nH]c(=O)n(CCCC3CCCOC3)c2n1. Reaction SMILES: [CH2:1]([CH2:2][CH2:3][CH3:4])[NH:5][c:6]1[n:7][c:8]([NH2:26])[c:9]2[n:10][c:11]([O:24][CH3:25])[n:12]([CH2:15][CH2:16][CH2:17][CH:18]3[CH2:19][O:20][CH2:21][CH2:22][CH2:23]3)[c:13]2[n:14]1.[CH2:33]1[O:34][CH2:35][CH2:36][O:37][CH2:38]1.[CH3:31][OH:32].[ClH:27].[Na+:29].[OH-:28].[OH2:30]>>[CH2:1]([CH2:2][CH2:3][CH3:4])[NH:5][c:6]1[n:7][c:8]([NH2:26])[c:9]2[nH:10][c:11](=[O:24])[n:12]([CH2:15][CH2:16][CH2:17][CH:18]3[CH2:19][O:20][CH2:21][CH2:22][CH2:23]3)[c:13]2[n:14]1.